The task is: describe an organic reaction: reactants, conditions, products, and yield. This data is from the Open Reaction Database (ORD), a public repository of structured organic reaction records. The reactants are CC1=CN=CC2=CC(=CC=C12)[N+](=O)[O-] (4-methyl-7-nitroisoquinoline), OO (hydrogen peroxide). The solvent is C(C)(=O)O (acetic acid). Yields the product CC1=C[N+](=CC2=CC(=CC=C12)[N+](=O)[O-])[O-] (4-methyl-7-nitroisoquinoline N-oxide). Reaction SMILES: [CH3:1][C:2]1[C:11]2[C:6](=[CH:7][C:8]([N+:12]([O-:14])=[O:13])=[CH:9][CH:10]=2)[CH:5]=[N:4][CH:3]=1.[OH:15]O>C(O)(=O)C>[CH3:1][C:2]1[C:11]2[C:6](=[CH:7][C:8]([N+:12]([O-:14])=[O:13])=[CH:9][CH:10]=2)[CH:5]=[N+:4]([O-:15])[CH:3]=1. Reported procedure: A solution of 4-methyl-7-nitroisoquinoline (400 mg), and 30% hydrogen peroxide (0.65 ml) in acetic acid (2 ml) was refluxed for 3.5 hours. After removal of the solvent, the residue in ether (50 ml) was stirred to give yellow powder. The powder was collected and washed with ether and dried to give 4-methyl-7-nitroisoquinoline N-oxide (360 mg). Reactants: Cl (Hydrogen chloride), NCC1=NC(=NN1C)C(=O)N (5-aminomethyl-1-methyl-1H-[1,2,4]-triazole-3-carboxamide). Solvent: C(C)(=O)OCC (ethyl acetate). Run at time 8 hour. The product is Cl.NCC1=NC(=NN1C)C(=O)N (5-Aminomethyl-1-methyl-1H-[1,2,4]-triazole-3-carboxamide Hydrochloride). RXN SMILES: [ClH:1].[NH2:2][CH2:3][C:4]1[N:8]([CH3:9])[N:7]=[C:6]([C:10]([NH2:12])=[O:11])[N:5]=1>C(OCC)(=O)C>[ClH:1].[NH2:2][CH2:3][C:4]1[N:8]([CH3:9])[N:7]=[C:6]([C:10]([NH2:12])=[O:11])[N:5]=1 |f:3.4|. Procedure: Hydrogen chloride was passed to saturation at 5° C. to a solution of 4.7 g (not more-than 18.4 mmol) of 5-aminomethyl-1-methyl-1H-[1,2,4]-triazole-3-carboxamide in 600 ml of ethyl acetate, during which process a white precipitate formed. The mixture was stirred overnight at room temperature and concentrated on a rotary evaporator, diethyl ether was added, the mixture was concentrated and again taken up in diethyl ether, and the precipitate was filtered off and dried. This gave 3.7 g of a white s... Starting materials: CC1(C=2C=CC(=CC2C(CC1)(C)C)NC(CC1=CC=CC=C1)=O)C (phenylacetic acid (5,5,8,8-tetramethyl-5,6,7,8-tetrahydro-naphthalen-2-yl)-amide), [H-].[Al+3].[Li+].[H-].[H-].[H-] (lithium aluminium hydride). The solvent is C(C)OCC (diethyl ether). Run at temperature 0 celsius, time 30 minute. Yields the product C(CC1=CC=CC=C1)NC1=CC=2C(CCC(C2C=C1)(C)C)(C)C (phenethyl-(5,5,8,8-tetramethyl-5,6,7,8-tetrahydro-naphthalen-2-yl)-amine). The yield is 81.8%. Reaction SMILES: [CH3:1][C:2]1([CH3:24])[CH2:11][CH2:10][C:9]([CH3:13])([CH3:12])[C:8]2[CH:7]=[C:6]([NH:14][C:15](=O)[CH2:16][C:17]3[CH:22]=[CH:21][CH:20]=[CH:19][CH:18]=3)[CH:5]=[CH:4][C:3]1=2.[H-].[Al+3].[Li+].[H-].[H-].[H-]>C(OCC)C>[CH2:15]([NH:14][C:6]1[CH:5]=[CH:4][C:3]2[C:2]([CH3:24])([CH3:1])[CH2:11][CH2:10][C:9]([CH3:13])([CH3:12])[C:8]=2[CH:7]=1)[CH2:16][C:17]1[CH:18]=[CH:19][CH:20]=[CH:21][CH:22]=1 |f:1.2.3.4.5.6|. Procedure: A solution of phenylacetic acid (5,5,8,8-tetramethyl-5,6,7,8-tetrahydro-naphthalen-2-yl)-amide (7) (790 mg, 2.46 mmole) in 20 mL diethyl ether (ether) was treated with 400 mg of lithium aluminium hydride (LAH) and heated at reflux for 90 minutes. After cooling the reaction flask to 0° C., the reaction mixture was quenched by successive addition of 0.4 mL water, 0.4 mL of 15% aqueous sodium hydroxide solution and 1.2 mL water. The mixture was stirred at room temperature for 30 minutes and MgSO4 w... Starting materials: BrC=1C=C2C=CC(=CC2=CC1)O (6-bromonaphthalen-2-ol), B(O)(O)C1=CC=C(C(=O)O)C=C1 (4-boronobenzoic acid). Reaction conditions: temperature 85 celsius. The product is OC=1C=C2C=CC(=CC2=CC1)C1=CC=C(C(=O)O)C=C1 (4-(6-hydroxynaphthalen-2-yl)benzoic acid). The yield is 7.0%. As a reaction SMILES: Br[C:2]1[CH:3]=[C:4]2[C:9](=[CH:10][CH:11]=1)[CH:8]=[C:7]([OH:12])[CH:6]=[CH:5]2.B([C:16]1[CH:24]=[CH:23][C:19]([C:20]([OH:22])=[O:21])=[CH:18][CH:17]=1)(O)O>>[OH:12][C:7]1[CH:8]=[C:9]2[C:4](=[CH:5][CH:6]=1)[CH:3]=[C:2]([C:16]1[CH:24]=[CH:23][C:19]([C:20]([OH:22])=[O:21])=[CH:18][CH:17]=1)[CH:11]=[CH:10]2. Reported procedure: Followed the coupling procedure described in Example 3, starting from 6-bromonaphthalen-2-ol and 4-boronobenzoic acid, where the reaction was heated at 85° C. for 8 h. After the prep-HPLC purification, a further purification by silica gel column (PE:EA=7:1 to 4:1) gave the compound as a yellow solid (26 mg, 7%). 1H NMR (DMSO-d6 500 MHz TMS): δ 12.97 (brs, 1H), 9.91 (brs, 1H), 8.19 (s, 1H), 8.04 (d, J=8.0 Hz, 2H), 7.87-7.92 (m, 3H), 7.80 (m, 2H), 7.13-7.16 (m, 2H); MS (ESI): m/z 265.1 [M+1]+. The reactants are O=C(O)Cc1ccc(CBr)cc1, C1N2CN3CN1CN(C2)C3, CC(=O)O, CCO, O. Yields the product O=Cc1ccc(CC(=O)O)cc1. As a reaction SMILES: [Br:1][CH2:2][c:3]1[cH:4][cH:5][c:6]([CH2:9][C:10](=[O:11])[OH:12])[cH:7][cH:8]1.[CH2:13]1[N:14]2[CH2:15][N:16]3[CH2:17][N:18]([CH2:19]2)[CH2:20][N:21]1[CH2:22]3.[CH3:23][C:24]([OH:25])=[O:26].[CH3:28][CH2:29][OH:30].[OH2:27]>>[CH:2]([c:3]1[cH:4][cH:5][c:6]([CH2:9][C:10](=[O:11])[OH:12])[cH:7][cH:8]1)=[O:25]. Procedure: A stirred solution of 3,5-dichloro-4-({4-[(cyclopropylcarbonyl)amino]-1H-pyrrolo[3,2-c]pyridin-1-yl}carbonyl)benzoic acid (100 mg, 0.23 mmol) in anhydrous dimethylformamide (5 mL) was treated with 1-ethyl-3-(3-dimethylaminopropyl) carbodiimide (68 mg, 0.358 mmol), 1-hydroxy-7-azabenzotriazole (37 mg, 0.276 mmol), N,N-diisopropylethylamine (89 mg, 0.69 mmol). Ethyl alaninate (38 mg, 0.25 mmol) was added and the reaction mixture was stirred at room temperature for about 16 hours. The reaction mixt... Yields the product ClC=1C=C(C(=O)N[C@@H](C)C(=O)OCC)C=C(C1C(=O)N1C=CC=2C(=NC=CC21)NC(=O)C2CC2)Cl (ethyl N-[3,5-dichloro-4-({4-[(cyclopropylcarbonyl)amino]-1H-pyrrolo[3,2-c]pyridin-1-yl}carbonyl)benzoyl]alaninate). The reactants are N[C@@H](C)C(=O)OCC (Ethyl alaninate), ClC=1C=C(C(=O)O)C=C(C1C(=O)N1C=CC=2C(=NC=CC21)NC(=O)C2CC2)Cl (3,5-dichloro-4-({4-[(cyclopropylcarbonyl)amino]-1H-pyrrolo[3,2-c]pyridin-1-yl}carbonyl)benzoic acid), C(C)N=C=NCCCN(C)C (1-ethyl-3-(3-dimethylaminopropyl) carbodiimide), ON1N=NC2=C1N=CC=C2 (1-hydroxy-7-azabenzotriazole), C(C)(C)N(C(C)C)CC (N,N-diisopropylethylamine). Solvent: CN(C=O)C (dimethylformamide), O (water). RXN SMILES: [Cl:1][C:2]1[CH:3]=[C:4]([CH:8]=[C:9]([Cl:28])[C:10]=1[C:11]([N:13]1[C:21]2[CH:20]=[CH:19][N:18]=[C:17]([NH:22][C:23]([CH:25]3[CH2:27][CH2:26]3)=[O:24])[C:16]=2[CH:15]=[CH:14]1)=[O:12])[C:5]([OH:7])=O.C(N=C=NCCCN(C)C)C.ON1C2N=CC=CC=2N=N1.C(N(CC)C(C)C)(C)C.[NH2:59][C@H:60]([C:62]([O:64][CH2:65][CH3:66])=[O:63])[CH3:61]>CN(C)C=O.O>[Cl:28][C:9]1[CH:8]=[C:4]([CH:3]=[C:2]([Cl:1])[C:10]=1[C:11]([N:13]1[C:21]2[CH:20]=[CH:19][N:18]=[C:17]([NH:22][C:23]([CH:25]3[CH2:26][CH2:27]3)=[O:24])[C:16]=2[CH:15]=[CH:14]1)=[O:12])[C:5]([NH:59][C@H:60]([C:62]([O:64][CH2:65][CH3:66])=[O:63])[CH3:61])=[O:7]. The yield is 36.1%. Reaction conditions: time 16 hour. Reactants: O (water), C(C)O (ethanol), CCCCC (pentane). Yields the product CCCCC.C(C)O.O (Pentane Ethanol Water). Reaction SMILES: [OH2:1].[CH2:2]([OH:4])[CH3:3].[CH3:5][CH2:6][CH2:7][CH2:8][CH3:9]>>[CH3:5][CH2:6][CH2:7][CH2:8][CH3:9].[CH2:2]([OH:4])[CH3:3].[OH2:1] |f:3.4.5|. Procedure details: The procedure outlined in Example 5 was repeated except a reaction solvent mixture of 540.0 ml (30.00 moles) of distilled water, 2260 ml (38.5 moles) of ethanol, 3975 ml (34.5 moles) of pentane were utilized.